This data is from the Open Reaction Database (ORD), a public repository of structured organic reaction records. The task is: describe an organic reaction: reactants, conditions, products, and yield RXN SMILES: [N:1]1[CH:6]=[CH:5][C:4]([CH2:7][CH2:8][C:9]([O:11][C:12]([CH3:15])([CH3:14])[CH3:13])=[O:10])=[CH:3][CH:2]=1.ClC1C=CC=C(C(OO)=O)C=1.C[Si]([C:31]#[N:32])(C)C.CN(C)C(Cl)=O>C(OCC)(=O)C.O>[C:31]([C:2]1[CH:3]=[C:4]([CH2:7][CH2:8][C:9]([O:11][C:12]([CH3:15])([CH3:14])[CH3:13])=[O:10])[CH:5]=[CH:6][N:1]=1)#[N:32]. Reactants: ClC1=CC(=CC=C1)C(=O)OO (3-chloroperbenzoic acid), N1=CC=C(C=C1)CCC(=O)OC(C)(C)C (tert-Butyl 3-(4-pyridyl)propionate), C[Si](C)(C)C#N (trimethylsilyl cyanide), CN(C(=O)Cl)C (N,N-dimethylcarbamoyl chloride). Run in O (water), C(C)(=O)OCC (ethyl acetate), C(C)(=O)OCC (ethyl acetate). Yields the product C(#N)C1=NC=CC(=C1)CCC(=O)OC(C)(C)C (tert-Butyl 3-(2-Cyano-4-pyridyl)propionate). Run at time 18 hour. Reported procedure: tert-Butyl 3-(4-pyridyl)propionate (0.58 g, 2.8 mmol) was dissolved in ethyl acetate (4 ml), and 3-chloroperbenzoic acid (ca. 77%, 0.65 g, 2.9 mmol) was added thereto. The reaction mixture was stirred at room temperature for 18 hrs and subjected to a silica gel (35 g) column chromatography. The fractions eluted with ethyl acetate-ethanol (3:1, v/v) were collected and concentrated. The residue was dissolved in nitroethane (4 ml), and trimethylsilyl cyanide (0.50 g, 5.1 mmol) and N,N-dimethylcarba... Yield: 80.0%. Reactants: N1C(C(C2=CC=C3C(=C12)CCCC3)=O)=O (6,7,8,9-Tetrahydro-1H-benz[g]indole-2,3-dione), C1(=CC=CC=2CCCCC12)N (5,6,7,8-tetrahydro-1-naphthylamine), N1C(C(C2=CC=C3C(=C12)CCC3)=O)=O (1,6,7,8-tetrahydrocyclopenta[g]indole-2,3-dione). Yields the product C1=CC=C2C(=C1)C=CC3=C2NC(=O)C3=O (benz[g]isatin), N-[1-(5,6,7,8-tetrahydronaphthalenyl)]-2-(hydroximino)acetamide. Isolated yield 54.0%. As a reaction SMILES: [NH:1]1[C:9]2[C:4](=[CH:5][CH:6]=[C:7]3[CH2:13][CH2:12][CH2:11][CH2:10][C:8]3=2)[C:3](=[O:14])[C:2]1=[O:15].C1(N)C2CCCCC=2C=CC=1.N1C2C(=CC=C3CCCC3=2)C(=O)C1=O>>[CH:12]1[CH:13]=[C:7]2[CH:6]=[CH:5][C:4]3[C:3](=[O:14])[C:2](=[O:15])[NH:1][C:9]=3[C:8]2=[CH:10][CH:11]=1. Procedure: 6,7,8,9-Tetrahydro-1H-benz[g]indole-2,3-dione The benz[g]isatin was prepared in two steps from 5,6,7,8-tetrahydro-1-naphthylamine using the methods described for 1,6,7,8-tetrahydrocyclopenta[g]indole-2,3-dione (G. W. Rewcastle et. al., J. Med. Chem., 1991, 34, 217). The product (54% yield from N-[1-(5,6,7,8-tetrahydronaphthalenyl)]-2-(hydroximino)acetamide) was obtained as an orange solid: mp. 234–235° C. (lit. [U.S. Pat. No. 1,856,210, 1929] 232° C.); NMR δH (400 MHz; DMSO-d6) 1.73 (4H, m), 2.4... Reactants: CC1=C(N=C(O1)C1=CC=CC=C1)CC=1OC2=C(C1)C=C(C=C2)/C=C/C=O ((E)-3-[2-(5-methyl-2-phenyl-4-oxazolylmethyl)benzofuran-5-yl]acrolein), O1C(NC(C1)=O)=O (2,4-oxazolidinedione). Yields the product CC1=C(N=C(O1)C1=CC=CC=C1)CC=1OC2=C(C1)C=C(C=C2)C=CC=C2C(NC(O2)=O)=O (5-[3-[2-(5-methyl-2-phenyl-4-oxazolylmethyl)benzofuran-5-yl]-2-propenylidene]-2,4-oxazolidinedione). Isolated yield 44.0%. As a reaction SMILES: [CH3:1][C:2]1[O:6][C:5]([C:7]2[CH:12]=[CH:11][CH:10]=[CH:9][CH:8]=2)=[N:4][C:3]=1[CH2:13][C:14]1[O:15][C:16]2[CH:22]=[CH:21][C:20](/[CH:23]=[CH:24]/[CH:25]=O)=[CH:19][C:17]=2[CH:18]=1.[O:27]1[CH2:31][C:30](=[O:32])[NH:29][C:28]1=[O:33]>>[CH3:1][C:2]1[O:6][C:5]([C:7]2[CH:8]=[CH:9][CH:10]=[CH:11][CH:12]=2)=[N:4][C:3]=1[CH2:13][C:14]1[O:15][C:16]2[CH:22]=[CH:21][C:20]([CH:23]=[CH:24][CH:25]=[C:31]3[O:27][C:28](=[O:33])[NH:29][C:30]3=[O:32])=[CH:19][C:17]=2[CH:18]=1. Procedure: In substantially the same manner as in Example 1, (E)-3-[2-(5-methyl-2-phenyl-4-oxazolylmethyl)benzofuran-5-yl]acrolein was allowed to react with 2,4-oxazolidinedione to give 5-[3-[2-(5-methyl-2-phenyl-4-oxazolylmethyl)benzofuran-5-yl]-2-propenylidene]-2,4-oxazolidinedione. The yield was 44%. Recrystallization from dichloromethane-methanol gave pale yellow needles, m.p.237-239° C. The reactants are CC1(OB(OC1(C)C)C=1C=C2C=CC(=CC2=CC1)C1=CN=C(N1)[C@H]1N([C@@H]2C[C@@H]2C1)C(=O)OC(C)(C)C)C ((1R,3S,5R)-tert-butyl 3-(5-(6-(4,4,5,5-tetramethyl-1,3,2-dioxaborolan-2-yl)naphthalen-2-yl)-1H-imidazol-2-yl)-2-azabicyclo[3.1.0]hexane-2-carboxylate), Intermediate 55, BrC=1C=C(C=CC1)C=1N=C(NC1)[C@H]1N([C@@H]2C[C@@H]2C1)C(=O)OC(C)(C)C ((1R,3S,5R)-tert-butyl 3-(4-(3-bromophenyl)-1H-imidazol-2-yl)-2-azabicyclo[3.1.0]hexane-2-carboxylate), C([O-])([O-])=O.[Cs+].[Cs+] (cesium carbonate). The reagents and catalysts are C(C)(=O)[O-].[Pd+2].C(C)(=O)[O-] (Palladium (II) acetate). The solvent is C1CCOC1 (THF), O (water), O (water). Run at temperature 120 celsius. Yields the product C(C)(C)(C)OC(=O)N1[C@H]2C[C@H]2C[C@@H]1C=1NC=C(N1)C=1C=C2C=CC(=CC2=CC1)C=1C=C(C=CC1)C=1N=C(NC1)[C@H]1N([C@@H]2C[C@@H]2C1)C(=O)OC(C)(C)C (tert-butyl (1R,3S,5R)-3-(4-(3-(6-(2-((1S,3R,5S)-2-(tert-butoxycarbonyl)-2-azabicyclo[3.1.0]hex-3-yl)-1H-imidazol-4-yl)-2-naphthyl)phenyl)-1H-imidazol-2-yl)-2-azabicyclo[3.1.0]hexane-2-carboxylate). Isolated yield 51.4%. As a reaction SMILES: CC1(C)C(C)(C)OB([C:9]2[CH:10]=[C:11]3[C:16](=[CH:17][CH:18]=2)[CH:15]=[C:14]([C:19]2[NH:23][C:22]([C@@H:24]4[CH2:29][C@@H:28]5[C@@H:26]([CH2:27]5)[N:25]4[C:30]([O:32][C:33]([CH3:36])([CH3:35])[CH3:34])=[O:31])=[N:21][CH:20]=2)[CH:13]=[CH:12]3)O1.Br[C:39]1[CH:40]=[C:41]([C:45]2[N:46]=[C:47]([C@@H:50]3[CH2:55][C@@H:54]4[C@@H:52]([CH2:53]4)[N:51]3[C:56]([O:58][C:59]([CH3:62])([CH3:61])[CH3:60])=[O:57])[NH:48][CH:49]=2)[CH:42]=[CH:43][CH:44]=1.C(=O)([O-])[O-].[Cs+].[Cs+]>C1COCC1.O.C([O-])(=O)C.[Pd+2].C([O-])(=O)C>[C:33]([O:32][C:30]([N:25]1[C@@H:24]([C:22]2[NH:21][CH:20]=[C:19]([C:14]3[CH:15]=[C:16]4[C:11](=[CH:12][CH:13]=3)[CH:10]=[C:9]([C:39]3[CH:40]=[C:41]([C:45]5[N:46]=[C:47]([C@@H:50]6[CH2:55][C@@H:54]7[C@@H:52]([CH2:53]7)[N:51]6[C:56]([O:58][C:59]([CH3:62])([CH3:61])[CH3:60])=[O:57])[NH:48][CH:49]=5)[CH:42]=[CH:43][CH:44]=3)[CH:18]=[CH:17]4)[N:23]=2)[CH2:29][C@H:28]2[C@@H:26]1[CH2:27]2)=[O:31])([CH3:35])([CH3:36])[CH3:34] |f:2.3.4,7.8.9|. Procedure details: A solution of (1R,3S,5R)-tert-butyl 3-(5-(6-(4,4,5,5-tetramethyl-1,3,2-dioxaborolan-2-yl)naphthalen-2-yl)-1H-imidazol-2-yl)-2-azabicyclo[3.1.0]hexane-2-carboxylate (220 mg, 0.395 mmol) (prepared in the same manner as Intermediate 51 from Intermediate 55), (1R,3S,5R)-tert-butyl 3-(4-(3-bromophenyl)-1H-imidazol-2-yl)-2-azabicyclo[3.1.0]hexane-2-carboxylate (192 mg, 0.474 mmol) and cesium carbonate (386 mg, 1.185 mmol) in THF (4 mL) and water (4 mL) in a 100 mL pressure flask was degassed under vac...